From a dataset of the Open Reaction Database (ORD), a public repository of structured organic reaction records. describe an organic reaction: reactants, conditions, products, and yield Reactants: C(C)(C)(C)N (tert-butylamine), FC(C=1C=C(C(=O)Cl)C=CC1)(F)F (3-trifluoromethylbenzoyl chloride). The solvent is ClCCl (dichloromethane), C1=CC=CC=C1 (benzene). Run at time 3 hour. Yields the product C(C)(C)(C)NC(C1=CC(=CC=C1)C(F)(F)F)=O (N-tert-Butyl 3-Trifluoromethylbenzamide). Reaction SMILES: [C:1]([NH2:5])([CH3:4])([CH3:3])[CH3:2].[F:6][C:7]([F:18])([F:17])[C:8]1[CH:9]=[C:10]([CH:14]=[CH:15][CH:16]=1)[C:11](Cl)=[O:12]>C1C=CC=CC=1.ClCCl>[C:1]([NH:5][C:11](=[O:12])[C:10]1[CH:14]=[CH:15][CH:16]=[C:8]([C:7]([F:6])([F:17])[F:18])[CH:9]=1)([CH3:4])([CH3:3])[CH3:2]. Reported procedure: To tert-butylamine (2.0 eq) in 75 mL of benzene is added 3-trifluoromethylbenzoyl chloride (1.0 eq). The temperature is maintained below 15° C. during the addition and then the reaction mixture is allowed to warm to ambient temperature and stirred for 3 hours. The solvent is then stripped and the residue is dissolved in 75 mL of dichloromethane. This solution is washed with 5% hydrochloride acid (2×75 mL), water (2×75 mL), dried over MgSO4 and then the solvent is removed in vacuo to provide the ... Reactants: CCOC(C)=O, CNC1CCCCC1NC, CCCCCC, CN(C)C=O, [Cu]I, Ic1ccccc1, [K+], [K+], [K+], O=P([O-])([O-])[O-], c1nc[nH]n1. The product is c1ccc(-n2cncn2)cc1. As a reaction SMILES: [C:33]([O:34][CH2:35][CH3:36])(=[O:37])[CH3:38].[CH3:21][NH:22][CH:23]1[CH2:24][CH2:25][CH2:26][CH2:27][CH:28]1[NH:29][CH3:30].[CH3:39][CH2:40][CH2:41][CH2:42][CH2:43][CH3:44].[CH3:45][N:46]([CH3:47])[CH:48]=[O:49].[Cu:31][I:32].[I:6][c:7]1[cH:8][cH:9][cH:10][cH:11][cH:12]1.[K+:18].[K+:19].[K+:20].[P:13]([O-:14])([O-:15])([O-:16])=[O:17].[nH:1]1[n:2][cH:3][n:4][cH:5]1>>[n:1]1(-[c:7]2[cH:8][cH:9][cH:10][cH:11][cH:12]2)[n:2][cH:3][n:4][cH:5]1. The reactants are CCBr, CC#N, CN(C)C=O, O=C1NCCc2cncn21. The product is [Br-], CC[n+]1cc2n(c1)C(=O)NCC2. RXN SMILES: [Br:11][CH2:12][CH3:13].[CH3:14][C:15]#[N:16].[O:17]=[CH:18][N:19]([CH3:20])[CH3:21].[cH:1]1[n:2][cH:3][n:4]2[c:9]1[CH2:8][CH2:7][NH:6][C:5]2=[O:10]>>[Br-:11].[cH:1]1[n+:2]([CH2:12][CH3:13])[cH:3][n:4]2[c:9]1[CH2:8][CH2:7][NH:6][C:5]2=[O:10]. The reactants are COC(C1=CC(=C(C=C1)Br)O)=O (4-bromo-3-hydroxy-benzoic acid methyl ester), C([O-])([O-])=O.[K+].[K+] (potassium carbonate), ICCCOC (1-iodo-3-methoxy propane). Run in C(C)#N (acetonitrile). The product is COC(C1=CC(=C(C=C1)Br)OCCCOC)=O (4-Bromo-3-(3-methoxy-propoxy)-benzoic acid methyl ester). As a reaction SMILES: [CH3:1][O:2][C:3](=[O:12])[C:4]1[CH:9]=[CH:8][C:7]([Br:10])=[C:6]([OH:11])[CH:5]=1.C(=O)([O-])[O-].[K+].[K+].I[CH2:20][CH2:21][CH2:22][O:23][CH3:24]>C(#N)C>[CH3:1][O:2][C:3](=[O:12])[C:4]1[CH:9]=[CH:8][C:7]([Br:10])=[C:6]([O:11][CH2:20][CH2:21][CH2:22][O:23][CH3:24])[CH:5]=1 |f:1.2.3|. Reported procedure: A solution of 4-bromo-3-hydroxy-benzoic acid methyl ester (12 g, 51.9 mmol), potassium carbonate (10.77 g, 77.9 mmol) and 1-iodo-3-methoxy propane (11.42 g, 57.1 mmol) in acetonitrile (250 mL) is stirred at reflux for 16 h. The solvent is concentrated under reduced pressure, H2O (100 mL) is added, and the aqueous layer extracted with ether (50 mL×4). The combined organic extracts are washed with brine, dried over anhydrous sodium sulfate and concentrated under reduced pressure to afford the titl... Starting materials: ClC1=NC=C(C(=N1)Cl)F (2,4-dichloro-5-fluoropyrimidine), FC=1C=C(N)C=CC1C(F)(F)F (3-fluoro-4-trifluoromethylaniline). Product: FC=1C=C(C=CC1C(F)(F)F)NC1=NC=C(C(=N1)NC1=CC(=C(C=C1)C(F)(F)F)F)F (N2,N4-bis(3-fluoro-4-trifluoromethylphenyl)-5-fluoro-2,4-pyrimidinediamine). Reaction SMILES: Cl[C:2]1[N:7]=[C:6](Cl)[C:5]([F:9])=[CH:4][N:3]=1.[F:10][C:11]1[CH:12]=[C:13]([CH:15]=[CH:16][C:17]=1[C:18]([F:21])([F:20])[F:19])[NH2:14]>>[F:10][C:11]1[CH:12]=[C:13]([NH:14][C:2]2[N:7]=[C:6]([NH:14][C:13]3[CH:15]=[CH:16][C:17]([C:18]([F:19])([F:20])[F:21])=[C:11]([F:10])[CH:12]=3)[C:5]([F:9])=[CH:4][N:3]=2)[CH:15]=[CH:16][C:17]=1[C:18]([F:19])([F:20])[F:21]. Reported procedure: In like manner to the preparation of N2,N4-bis(3-hydroxyphenyl)-5-fluoro-2,4-pyrimidinediamine, 2,4-dichloro-5-fluoropyrimidine and 3-fluoro-4-trifluoromethylaniline were reacted to yield N2,N4-bis(3-fluoro-4-trifluoromethylphenyl)-5-fluoro-2,4-pyrimidinediamine. 1H NMR (CDCl3): δ 8.01 (d, 1H, J=3 Hz), 7.77 (m, 3H), 7.61 (dt, 1H, J=4.2 and 3 Hz), 7.20 (t, 1H, 8.7 Hz), 7.12 (t, 1H, J=9.3 Hz), 6.95 (s, 1H), 6.82 (s, 1H); 1F NMR (CDCl3): δ −17505 (s, 3F), −17517 (s, 3F), −17525 (s, F), −17537 (s, F... The reactants are COC(=O)c1cc(-c2ccccn2)n(-c2ccc(OC)nn2)n1, CO, CO, ClC(Cl)Cl, Cl, [Na+], C1CCOC1, [OH-]. The product is COc1ccc(-n2nc(C(=O)O)cc2-c2ccccn2)nn1. As a reaction SMILES: [CH3:1][O:2][C:3](=[O:4])[c:5]1[n:6][n:7](-[c:16]2[n:17][n:18][c:19]([O:22][CH3:23])[cH:20][cH:21]2)[c:8](-[c:10]2[n:11][cH:12][cH:13][cH:14][cH:15]2)[cH:9]1.[CH3:25][OH:26].[CH3:31][OH:32].[CH:27]([Cl:28])([Cl:29])[Cl:30].[ClH:24].[Na+:39].[O:33]1[CH2:34][CH2:35][CH2:36][CH2:37]1.[OH-:38]>>[O:2]=[C:3]([OH:4])[c:5]1[n:6][n:7](-[c:16]2[n:17][n:18][c:19]([O:22][CH3:23])[cH:20][cH:21]2)[c:8](-[c:10]2[n:11][cH:12][cH:13][cH:14][cH:15]2)[cH:9]1. Starting materials: Cl (HCl), C(C)(C)(C)OC(=O)NC(C(=O)O)(C)C (2-((tert-Butoxycarbonyl)amino)-2-methylpropanoic acid), CCN=C=NCCCN(C)C.Cl (EDC.HCl), C=1C=CC2=C(C1)N=NN2O (HOBt), CCN(C(C)C)C(C)C (DIPEA), CN1CCNCC1 (N-methyl-piperazine). Solvent: CCOC(=O)C (EtOAc), C1CCOC1 (THF). Run at time 18 hour. Product: NC(C(=O)N1CCN(CC1)C)(C)C (2-amino-2-methyl-1-(4-methylpiperazin-1-yl)propan-1-one), bis-hydrochloride. Yield: 82.0%. As a reaction SMILES: C(OC([NH:8][C:9]([CH3:14])([CH3:13])[C:10]([OH:12])=O)=O)(C)(C)C.CCN=C=NCCCN(C)C.Cl.C1C=CC2N(O)N=NC=2C=1.CCN(C(C)C)C(C)C.[CH3:46][N:47]1[CH2:52][CH2:51][NH:50][CH2:49][CH2:48]1.Cl>C1COCC1.CCOC(C)=O>[NH2:8][C:9]([CH3:13])([CH3:14])[C:10]([N:50]1[CH2:51][CH2:52][N:47]([CH3:46])[CH2:48][CH2:49]1)=[O:12] |f:1.2|. Reported procedure: 2-((tert-Butoxycarbonyl)amino)-2-methylpropanoic acid (Boc-Aib-OH, 54, 10.0 g, 49.2 mol), EDC.HCl (11.3 g, 59.0 mmol), HOBt (9.97 g, 73.8 mmol) and DIPEA (25.6 mL, 148 mmol) were stirred in 250 mL of THF until all solids dissolved. N-methyl-piperazine was added (10.9 mL, 98.4 mmol) and the reaction was stirred at room temperature for 18 hrs. The mixture was diluted with 300 mL of EtOAc and washed twice with saturated aqueous NaHCO3. The organic layer was then washed with brine, dried over MgSO4,...